This data is from the Open Reaction Database (ORD), a public repository of structured organic reaction records. The task is: describe an organic reaction: reactants, conditions, products, and yield Reactants: C(C)(C)(C)OC(=O)N1[C@H](C(=O)O)CC(C1)=C (1-(tert-butoxycarbonyl)-4-methyleneproline), N(=C=O)C1=CC(=CC=C1)OC (1-isocyanato-3-methoxybenzene), O1C(=CC=C1)CN (2-furylmethylamine). The product is O1C(=CC=C1)CNC(=O)[C@H]1N(CC(C1)=C)C(=O)NC1=CC(=CC=C1)OC ((2S)-N2(2-furylmethyl)-N1-(3-methoxyphenyl)-4-methylene-1,2-pyrrolidinedicarboxamide). As a reaction SMILES: C(O[C:6]([N:8]1[CH2:15][C:14](=[CH2:16])[CH2:13][C@H:9]1[C:10]([OH:12])=O)=[O:7])(C)(C)C.[N:17]([C:20]1[CH:25]=[CH:24][CH:23]=[C:22]([O:26][CH3:27])[CH:21]=1)=C=O.[O:28]1[CH:32]=[CH:31][CH:30]=[C:29]1[CH2:33][NH2:34]>>[O:28]1[CH:32]=[CH:31][CH:30]=[C:29]1[CH2:33][NH:34][C:10]([C@@H:9]1[CH2:13][C:14](=[CH2:16])[CH2:15][N:8]1[C:6]([NH:17][C:20]1[CH:25]=[CH:24][CH:23]=[C:22]([O:26][CH3:27])[CH:21]=1)=[O:7])=[O:12]. Procedure: Following the general method as outlined in Example 22, starting from 1-(tert-butoxycarbonyl)-4-methyleneproline, 1-isocyanato-3-methoxybenzene, and 2-furylmethylamine the title compound was obtained in 95% purity by LC/MS. MS(ESI+): m/z=356.0. The reactants are ClC1=C2C(=NC=N1)N(N=C2)C2CCN(CC2)C(=O)OC(C)(C)C (tert-butyl 4-(4-chloro-1H-pyrazolo[3,4-d]pyrimidin-1-yl)piperidine-1-carboxylate), N (ammonia). The solvent is C(C)O (ethanol). Reaction conditions: temperature 80 celsius. The product is NC1=C2C(=NC=N1)N(N=C2)C2CCN(CC2)C(=O)OC(C)(C)C (tert-butyl 4-(4-amino-1H-pyrazolo[3,4-d]pyrimidin-1-yl)piperidine-1-carboxylate). As a reaction SMILES: Cl[C:2]1[N:7]=[CH:6][N:5]=[C:4]2[N:8]([CH:11]3[CH2:16][CH2:15][N:14]([C:17]([O:19][C:20]([CH3:23])([CH3:22])[CH3:21])=[O:18])[CH2:13][CH2:12]3)[N:9]=[CH:10][C:3]=12.[NH3:24]>C(O)C>[NH2:24][C:2]1[N:7]=[CH:6][N:5]=[C:4]2[N:8]([CH:11]3[CH2:16][CH2:15][N:14]([C:17]([O:19][C:20]([CH3:23])([CH3:22])[CH3:21])=[O:18])[CH2:13][CH2:12]3)[N:9]=[CH:10][C:3]=12. Reported procedure: A mixture of tert-butyl 4-(4-chloro-1H-pyrazolo[3,4-d]pyrimidin-1-yl)piperidine-1-carboxylate (0.050 g, 0.148 mmol) in ethanol saturated with ammonia (1 mL) was heated to 80° C. for 30 min. in a sealed tube in the microwave. The mixture was cooled, concentrated, and dried in vacuo to give tert-butyl 4-(4-amino-1H-pyrazolo[3,4-d]pyrimidin-1-yl)piperidine-1-carboxylate which was used without further purification. 1H-NMR (500 MHz, CDCl3) δ 8.38 (s, 1H), 7.93 (s, 1H), 5.60 (bs, 2H), 4.84-4.95 (m, 1H... Reactants: E1, ClC=1C=C2N(C(N1)=O)CCN2C (7-chloro-1-methyl-2,3-dihydroimidazo-[1,2-c]pyrimidin-5(1H)-one), [H-].[Na+] (sodium hydride), C(#N)C1=C(OC2=CC(=C(C#N)C=C2)C(F)(F)F)C=CC(=C1)CO (4-(2-cyano-4-(hydroxymethyl)phenoxy)-2-(trifluoromethyl)benzonitrile). The solvent is C1CCOC1 (THF). The product is C(#N)C1=C(OC2=CC(=C(C#N)C=C2)C(F)(F)F)C=CC(=C1)COC=1C=C2N(C(N1)=O)CCN2C (4-(2-cyano-4-(((l-methyl-5-oxo-1,2,3,5-tetrahydroimidazo[1,2-c]pyrimidin-7-yl)oxy)methyl)phenoxy)-2-(trifluoromethyl)benzonitrile). As a reaction SMILES: [H-].[Na+].[C:3]([C:5]1[CH:23]=[C:22]([CH2:24][OH:25])[CH:21]=[CH:20][C:6]=1[O:7][C:8]1[CH:15]=[CH:14][C:11]([C:12]#[N:13])=[C:10]([C:16]([F:19])([F:18])[F:17])[CH:9]=1)#[N:4].Cl[C:27]1[CH:28]=[C:29]2[N:36]([CH3:37])[CH2:35][CH2:34][N:30]2[C:31](=[O:33])[N:32]=1>C1COCC1>[C:3]([C:5]1[CH:23]=[C:22]([CH2:24][O:25][C:27]2[CH:28]=[C:29]3[N:36]([CH3:37])[CH2:35][CH2:34][N:30]3[C:31](=[O:33])[N:32]=2)[CH:21]=[CH:20][C:6]=1[O:7][C:8]1[CH:15]=[CH:14][C:11]([C:12]#[N:13])=[C:10]([C:16]([F:18])([F:17])[F:19])[CH:9]=1)#[N:4] |f:0.1|. Procedure details: Prepared in a manner similar to that described for E1 using sodium hydride (9.37 mg, 0.234 mmol), 4-(2-cyano-4-(hydroxymethyl)phenoxy)-2-(trifluoromethyl)benzonitrile (49.7 mg, 0.156 mmol) in THF (8 mL) and 7-chloro-1-methyl-2,3-dihydroimidazo-[1,2-c]pyrimidin-5(1H)-one (29 mg, 0.156 mmol). Starting materials: [H-].[Na+] (sodium hydride), CCC(CC)O (3-Pentanol), Br.ClC1=NN2C(C=3CCCCC13)=NN=C2N (6-chloro-7,8,9,10-tetrahydro-[1,2,4]triazolo[3,4-a]-phthalazin-3-ylamine hydrobromide), CCC(CC)O (3-pentanol). Solvent: CN(C)C=O (DMF). Reaction conditions: temperature 50 celsius, time 1 hour. Product: C(C)C(CC)OC1=NN2C(C=3CCCCC13)=NN=C2N (6-(1-Ethylpropoxy)-7,8,9,10-tetrahydro-[1,2,4]triazolo[3,4-a]phthalazin-3-ylamine). As a reaction SMILES: [H-].[Na+].Br.Cl[C:5]1[C:14]2[CH2:13][CH2:12][CH2:11][CH2:10][C:9]=2[C:8]2=[N:15][N:16]=[C:17]([NH2:18])[N:7]2[N:6]=1.[CH3:19][CH2:20][CH:21]([OH:24])[CH2:22][CH3:23]>CN(C=O)C>[CH2:20]([CH:21]([O:24][C:5]1[C:14]2[CH2:13][CH2:12][CH2:11][CH2:10][C:9]=2[C:8]2=[N:15][N:16]=[C:17]([NH2:18])[N:7]2[N:6]=1)[CH2:22][CH3:23])[CH3:19] |f:0.1,2.3|. Reported procedure: 3-Pentanol (20 ml) was initially charged under argon, admixed with sodium hydride (946 mg) and stirred at 50° C. for 1 h. Subsequently, 6-chloro-7,8,9,10-tetrahydro-[1,2,4]triazolo[3,4-a]-phthalazin-3-ylamine hydrobromide (W2.018, 1.88 g), dissolved in 3-pentanol (20 ml) and DMF (100 ml), was slowly added dropwise within 1 h. After stirring for 1 h, the mixture was concentrated, and the residue was admixed with water and extracted four times with dichloromethane. The combined organic phases were... Reactants: N1=C(C=NC=C1)C=1C=CC(NC1)=O (5-(2-pyrazinyl)-2(1H)-pyridone), CC(C)([O-])C.[K+] (potassium t-butoxide), BrCC (bromoethane). Solvent: CN(C)C=O (DMF). Run at time 45 minute. The product is C(C)N1C(C=CC(=C1)C1=NC=CN=C1)=O (1-ethyl-5-(2-pyrazinyl)-2-pyridone). As a reaction SMILES: [N:1]1[CH:6]=[CH:5][N:4]=[CH:3][C:2]=1[C:7]1[CH:8]=[CH:9][C:10](=[O:13])[NH:11][CH:12]=1.[CH3:14][C:15](C)([O-])C.[K+].BrCC>CN(C=O)C>[CH2:14]([N:11]1[CH:12]=[C:7]([C:2]2[CH:3]=[N:4][CH:5]=[CH:6][N:1]=2)[CH:8]=[CH:9][C:10]1=[O:13])[CH3:15] |f:1.2|. Procedure details: A suspension of 5-(2-pyrazinyl)-2(1H)-pyridone (6.5 g) and 6.6 g of potassium t-butoxide in 250 ml of dry DMF is stirred with warming until all the solid is dissolved. The stirred solution is cooled in an ice bath and 4.6 ml of bromoethane are added when the temperature reaches 5° C. The ice bath is removed and stirring is continued for 45 minutes at which time 0.5 ml of additional bromoethane is added. Stirring is continued over the weekend. 10 g of sodium bisulfate in distilled H2O are added t...